describe an organic reaction: reactants, conditions, products, and yield From a dataset of the Open Reaction Database (ORD), a public repository of structured organic reaction records. The reactants are O=C([O-])[O-], COCCOC, Clc1ccnc(Cl)n1, OB(O)c1ccc(Cl)cc1, [Na+], [Na+], c1ccc(P(c2ccccc2)(c2ccccc2)[Pd](P(c2ccccc2)(c2ccccc2)c2ccccc2)(P(c2ccccc2)(c2ccccc2)c2ccccc2)P(c2ccccc2)(c2ccccc2)c2ccccc2)cc1. The product is Clc1ccc(-c2ccnc(Cl)n2)cc1. Reaction SMILES: [C:19](=[O:20])([O-:21])[O-:22].[CH2:25]([CH2:26][O:27][CH3:28])[O:29][CH3:30].[Cl:1][c:2]1[n:3][cH:4][cH:5][c:6]([Cl:8])[n:7]1.[Cl:9][c:10]1[cH:11][cH:12][c:13]([B:16]([OH:17])[OH:18])[cH:14][cH:15]1.[Na+:23].[Na+:24].[cH:31]1[cH:32][cH:33][c:34]([P:35]([Pd:36]([P:37]([c:38]2[cH:39][cH:40][cH:41][cH:42][cH:43]2)([c:44]2[cH:45][cH:46][cH:47][cH:48][cH:49]2)[c:50]2[cH:51][cH:52][cH:53][cH:54][cH:55]2)([P:56]([c:57]2[cH:58][cH:59][cH:60][cH:61][cH:62]2)([c:63]2[cH:64][cH:65][cH:66][cH:67][cH:68]2)[c:69]2[cH:70][cH:71][cH:72][cH:73][cH:74]2)[P:75]([c:76]2[cH:77][cH:78][cH:79][cH:80][cH:81]2)([c:82]2[cH:83][cH:84][cH:85][cH:86][cH:87]2)[c:88]2[cH:89][cH:90][cH:91][cH:92][cH:93]2)([c:94]2[cH:95][cH:96][cH:97][cH:98][cH:99]2)[c:100]2[cH:101][cH:102][cH:103][cH:104][cH:105]2)[cH:106][cH:107]1>>[Cl:1][c:2]1[n:3][cH:4][cH:5][c:6](-[c:13]2[cH:12][cH:11][c:10]([Cl:9])[cH:15][cH:14]2)[n:7]1. Reactants: CN(C)C=O, [H-], CI, O=[N+]([O-])c1ccc2[nH]ccc2c1, [Na+]. Yields the product Cn1ccc2cc([N+](=O)[O-])ccc21. Reaction SMILES: [CH3:17][N:18]([CH3:19])[CH:20]=[O:21].[H-:1].[I:15][CH3:16].[N+:3](=[O:4])([O-:5])[c:6]1[cH:7][c:8]2[cH:9][cH:10][nH:11][c:12]2[cH:13][cH:14]1.[Na+:2]>>[N+:3](=[O:4])([O-:5])[c:6]1[cH:7][c:8]2[cH:9][cH:10][n:11]([CH3:16])[c:12]2[cH:13][cH:14]1. The reactants are NN (hydrazine), CC=1C(=C2C(NC=NC2=CC1)=O)[N+](=O)[O-] (6-Methyl-5-nitro-quinazoline-4-one), CC=1C(=C2C(NC=NC2=CC1)=O)[N+](=O)[O-] (6-Methyl-5-nitro-quinazoline-4-one), palladium-one-charcoal. Run in C(C)O (ethanol), C(C)O (ethanol), CN(C=O)C (dimethyl formamide). The product is NC1=C2C(NC=NC2=CC=C1C)=O (5-Amino-6-methylquinazoline-4-one). As a reaction SMILES: NN.[CH3:3][C:4]1[C:5]([N+:15]([O-])=O)=[C:6]2[C:11](=[CH:12][CH:13]=1)[N:10]=[CH:9][NH:8][C:7]2=[O:14]>C(O)C.CN(C)C=O>[NH2:15][C:5]1[C:4]([CH3:3])=[CH:13][CH:12]=[C:11]2[C:6]=1[C:7](=[O:14])[NH:8][CH:9]=[N:10]2. Reported procedure: An aqueous hydrazine solution (83%, 10 ml) in ethanol (10 ml) was added carefully at 28° under a nitrogen atmosphere to a mixture of 6-methyl-5-nitroquinazoline-4-one (formula 16, prepared according to Example VI) (10.0 g, 490 m-mol) and palladium-one-charcoal (10%, 1.0 g) in ethanol (150 ml). The mixture was refluxed for 1 hour. Cooling of the mixture to room temperature yielded crystals which were dissolved in dimethyl formamide (150 ml) and separated from the catalyst by filtration. The filtr... The reactants are C=C(C)C1(CC=CCC1)C=O (1-(prop-1-en-2-yl)cyclohex-3-enecarbaldehyde), C(C(C)C)=O (isobutyraldehyde), B(F)(F)F.CCOCC (boron trifluoride etherate). Solvent: ClCCCl (1,2-dichloroethane). Product: C(=O)OC(C(C)C)CC(C)=C1CC=CCC1 (5-(cyclohex-3-en-1-ylidene)-2-methylhexan-3-yl formate). Isolated yield 697.2%. RXN SMILES: [CH2:1]=[C:2]([C:4]1(C=O)[CH2:9][CH2:8][CH:7]=[CH:6][CH2:5]1)[CH3:3].[CH:12](=[O:16])[CH:13]([CH3:15])[CH3:14].B(F)(F)F.C[CH2:22][O:23]CC>ClCCCl>[CH:22]([O:16][CH:12]([CH2:3][C:2](=[C:4]1[CH2:9][CH2:8][CH:7]=[CH:6][CH2:5]1)[CH3:1])[CH:13]([CH3:15])[CH3:14])=[O:23] |f:2.3|. Procedure details: Following the general procedure as described in Example 1, 1-(prop-1-en-2-yl)cyclohex-3-enecarbaldehyde (1.50 g, 10 mmol), isobutyraldehyde (0.86 g, 12 mmol) and boron trifluoride etherate (0.14 g, 1.0 mmol) in 1,2-dichloroethane (10 mL) were reacted to give the title product as a colorless liquid (1.55 g, 70% yield). Mixture of E/Z isomers in a ratio 2:1. The reactants are O (water), C([O-])([O-])=O.[Na+].[Na+] (sodium carbonate), NC1=CNC2=CC=CC=C12 (3-aminoindole), Cl.ClC1=C(C=NC=C1)F (4-chloro-3-fluoropyridine hydrochloride), Cl.ClC1=C(C=NC=C1)F (4-chloro-3-fluoropyridine hydrochloride). The solvent is CN1C(CCC1)=O (1-methyl-2-pyrrolidinone). Conditions: time 3 hour. Product: Cl.FC=1C=NC=CC1NC1=CNC2=CC=CC=C12 (3-(3-Fluoro-4-pyridinylamino)-1H-indole hydrochloride). The yield is 121.7%. Reaction SMILES: [NH2:1][C:2]1[C:10]2[C:5](=[CH:6][CH:7]=[CH:8][CH:9]=2)[NH:4][CH:3]=1.Cl.[Cl:12][C:13]1[CH:18]=[CH:17][N:16]=[CH:15][C:14]=1[F:19].O.C(=O)([O-])[O-].[Na+].[Na+]>CN1CCCC1=O>[ClH:12].[F:19][C:14]1[CH:15]=[N:16][CH:17]=[CH:18][C:13]=1[NH:1][C:2]1[C:10]2[C:5](=[CH:6][CH:7]=[CH:8][CH:9]=2)[NH:4][CH:3]=1 |f:1.2,4.5.6,8.9|. Reported procedure: A solution of 3-aminoindole (7 g) and 4-chloro-3-fluoropyridine hydrochloride (13 g) in 200 mL of 1-methyl-2-pyrrolidinone was stirred at 75-80° C. for two hours, after which additional 4-chloro-3-fluoropyridine hydrochloride (5 g) was added. After stirring a total of three hours the mixture was cooled, stirred with water, basified with sodium carbonate and extracted with ethyl acetate. The dried (anhydrous magnesium sulfate) organic layer was filtered and concentrated to 20 g of a dark oil. Elu...